Task: describe an organic reaction: reactants, conditions, products, and yield. Dataset: the Open Reaction Database (ORD), a public repository of structured organic reaction records The reactants are CC(C)(C)[O-].[K+] (potassium tert-butylate), C(C)(C)(C)C1=CC=C(CNC(C(F)(F)F)=O)C=C1 (N-(4-tert-butyl-benzyl)-2,2,2-trifluoro-acetamide), BrCC(C(F)(F)F)O ([rac]-3-bromo-1,1,1-trifluoro-propan-2-ol). Run in C(C)#N (acetonitrile). Reaction conditions: time 5 minute. The product is C(C)(C)(C)C1=CC=C(CN(C(C(F)(F)F)=O)CC(C(F)(F)F)O)C=C1 (N-(4-tert-butyl-benzyl)-2,2,2-trifluoro-N-(3,3,3-trifluoro-2-hydroxy-propyl)-acetamide). Yield: 29.9%. Reaction SMILES: [C:1]([C:5]1[CH:18]=[CH:17][C:8]([CH2:9][NH:10][C:11](=[O:16])[C:12]([F:15])([F:14])[F:13])=[CH:7][CH:6]=1)([CH3:4])([CH3:3])[CH3:2].CC([O-])(C)C.[K+].Br[CH2:26][CH:27]([OH:32])[C:28]([F:31])([F:30])[F:29]>C(#N)C>[C:1]([C:5]1[CH:18]=[CH:17][C:8]([CH2:9][N:10]([CH2:26][CH:27]([OH:32])[C:28]([F:31])([F:30])[F:29])[C:11](=[O:16])[C:12]([F:15])([F:13])[F:14])=[CH:7][CH:6]=1)([CH3:4])([CH3:2])[CH3:3] |f:1.2|. Reported procedure: 260 mg of N-(4-tert-butyl-benzyl)-2,2,2-trifluoro-acetamide (1 mmol) were dissolved in 10 ml acetonitrile and treated with 169 mg of potassium tert-butylate (1.5 mmol). After 5 min stirring at rt, 0.125 ml of [rac]-3-bromo-1,1,1-trifluoro-propan-2-ol (1.2 mmol) were added and the reaction mixture stirred at 75° C. bath temperature for 22 h. After cooling down to rt, the reaction mixture was concentrated in vacuo, dissolved in EtOAc/water and the phases separated. The organic phase was then washe...